This data is from the Open Reaction Database (ORD), a public repository of structured organic reaction records. The task is: describe an organic reaction: reactants, conditions, products, and yield Starting materials: C(C1=CC=CC=C1)OC1=C(C(=C(C=C1)C(C)=O)O)CC=C(C)C (4'-benzyloxy-2'-hydroxy-3'-(3-methyl-2-butenyl)acetophenone). Run in CS(=O)C (dimethylsulfoxide). Product: C(C1=CC=CC=C1)OC1=CC=C(C=O)C=C1 (4-benzyloxybenzaldehyde). Isolated yield 109.6%. Reaction SMILES: [CH2:1]([O:8][C:9]1[CH:14]=[CH:13][C:12]([C:15](=[O:17])C)=[C:11](O)[C:10]=1CC=C(C)C)[C:2]1[CH:7]=[CH:6][CH:5]=[CH:4][CH:3]=1>CS(C)=O>[CH2:1]([O:8][C:9]1[CH:10]=[CH:11][C:12]([CH:15]=[O:17])=[CH:13][CH:14]=1)[C:2]1[CH:3]=[CH:4][CH:5]=[CH:6][CH:7]=1. Procedure details: In 65 ml of dimethylsulfoxide were dissolved 20.01 g of the 4'-benzyloxy-2'-hydroxy-3'-(3-methyl-2-butenyl)acetophenone obtained in Production Example 15 and 15.00 g of the 4-benzyloxybenzaldehyde obtained in Production Example 27, and 130 ml of a saturated ethanol solution of potassium hydroxide was added to the solution and the mixture was stirred at room temperature in a nitrogen current for 2.5 hours. After the reaction, the reaction liquid was diluted with water and was gradually made acidi... Starting materials: COC(=O)C1CC(C)CN(C(=O)OC(C)(C)C)C1, CO, [Na+], C1COCCO1, [OH-], O. The product is CC1CC(C(=O)O)CN(C(=O)OC(C)(C)C)C1. RXN SMILES: [CH3:1][CH:2]1[CH2:3][CH:4]([C:15](=[O:16])[O:17][CH3:18])[CH2:5][N:6]([C:8](=[O:9])[O:10][C:11]([CH3:12])([CH3:13])[CH3:14])[CH2:7]1.[CH3:25][OH:26].[Na+:28].[O:19]1[CH2:20][CH2:21][O:22][CH2:23][CH2:24]1.[OH-:27].[OH2:29]>>[CH3:1][CH:2]1[CH2:3][CH:4]([C:15](=[O:16])[OH:17])[CH2:5][N:6]([C:8](=[O:9])[O:10][C:11]([CH3:12])([CH3:13])[CH3:14])[CH2:7]1. Reactants: C(Br)(Br)(Br)Br (CBr4), BrC=1C(=NC(=CC1C)Cl)CO ((3-bromo-6-chloro-4-methylpyridin-2-yl)methanol), C1=CC=C(C=C1)P(C2=CC=CC=C2)C3=CC=CC=C3 (Ph3P). The solvent is C(Cl)Cl (CH2Cl2). Conditions: temperature 0 celsius, time 20 minute. The product is BrC=1C(=NC(=CC1C)Cl)CBr (3-bromo-2-(bromomethyl)-6-chloro-4-methylpyridine). Reaction SMILES: [Br:1][C:2]1[C:3]([CH2:10]O)=[N:4][C:5]([Cl:9])=[CH:6][C:7]=1[CH3:8].C(Br)(Br)(Br)[Br:13].C1C=CC(P(C2C=CC=CC=2)C2C=CC=CC=2)=CC=1>C(Cl)Cl>[Br:1][C:2]1[C:3]([CH2:10][Br:13])=[N:4][C:5]([Cl:9])=[CH:6][C:7]=1[CH3:8]. Procedure: A solution of (3-bromo-6-chloro-4-methylpyridin-2-yl)methanol (22.9 g, 97 mmol) in CH2Cl2 (1.5 L) was cooled to 0° C. CBr4 (48.2 g, 145 mmol) was added, followed by Ph3P (38.1 g, 145 mmol). The reaction was stirred at 0° C. for 20 minutes and then warmed to r.t. for 16 hours. The reaction was then concentrated and the residue was purified by flash chromatography on silica gel with 0 to 10% EtOAc/heptanes to afford of 3-bromo-2-(bromomethyl)-6-chloro-4-methylpyridine. 1H NMR (CDCl3, 500 MHz) δ 7.... The reactants are O, CC(C=O)CCCC(C)(C)O. Product: CC(C)=CCCC(C)C=O. Reaction SMILES: [OH2:12].[OH:1][C:2]([CH2:3][CH2:4][CH2:5][CH:6]([CH:7]=[O:8])[CH3:9])([CH3:10])[CH3:11]>>[C:2](=[CH:3][CH2:4][CH2:5][CH:6]([CH:7]=[O:8])[CH3:9])([CH3:10])[CH3:11].